Dataset: the Open Reaction Database (ORD), a public repository of structured organic reaction records. Task: describe an organic reaction: reactants, conditions, products, and yield Reactants: C=O, [OH-], Oc1ccnc2cc(C(F)(F)F)ccc12. The product is OCc1cnc2cc(C(F)(F)F)ccc2c1O. Reaction SMILES: [CH2:16]=[O:17].[OH-:18].[OH:1][c:2]1[cH:3][cH:4][n:5][c:6]2[cH:7][c:8]([C:12]([F:13])([F:14])[F:15])[cH:9][cH:10][c:11]12>>[OH:1][c:2]1[c:3]([CH2:16][OH:17])[cH:4][n:5][c:6]2[cH:7][c:8]([C:12]([F:13])([F:14])[F:15])[cH:9][cH:10][c:11]12. The reactants are C(C)OC(C(O)C)=O (lactic acid ethylester), C(Cl)C1CO1 (epichlorohydrin), B(F)(F)F.CCOCC (borontrifluorideetherate). The product is OC(COC(C(=O)O)C)CO (2-(2',3'-dihydroxypropoxy)-propionic acid). RXN SMILES: C([O:3][C:4](=[O:8])[CH:5]([CH3:7])[OH:6])C.[CH2:9]([CH:11]1[O:13][CH2:12]1)Cl.B(F)(F)F.CC[O:20]CC>>[OH:13][CH:11]([CH2:9][OH:20])[CH2:12][O:6][CH:5]([CH3:7])[C:4]([OH:3])=[O:8] |f:2.3|. Reported procedure: 177 g of lactic acid ethylester and 46.2 g of epichlorohydrin are admixed by stirring in the presence of 0.5 ml of borontrifluorideetherate during 4 hours at 80° C. The excess of lactic acid ethyl ester is then distilled off with vacuum (20 mm Hg). The residue is dehalogenated and saponified with diluted sodiumhydroxide. The reactants are Cc1ccc(N2CCOCC2)cc1[N+](=O)[O-], CO, [Cl-], [NH4+], [Zn]. The product is Cc1ccc(N2CCOCC2)cc1N. As a reaction SMILES: [CH3:1][c:2]1[c:3]([N+:14]([O-:15])=[O:16])[cH:4][c:5]([N:8]2[CH2:9][CH2:10][O:11][CH2:12][CH2:13]2)[cH:6][cH:7]1.[CH3:20][OH:21].[Cl-:17].[NH4+:18].[Zn:19]>>[CH3:1][c:2]1[c:3]([NH2:14])[cH:4][c:5]([N:8]2[CH2:9][CH2:10][O:11][CH2:12][CH2:13]2)[cH:6][cH:7]1.